From a dataset of the Open Reaction Database (ORD), a public repository of structured organic reaction records. describe an organic reaction: reactants, conditions, products, and yield Reactants: CCN=C=NCCCN(C)C, [Cl-], O=C(O)C12CC1CN(c1ccc(F)cc1)C2=O, COc1ccc(Cn2nc(N3CCC(N(C)C)CC3)c3c(Oc4ccc(N)cc4F)ccnc32)cc1, [NH4+], CN(C)C=O, On1nnc2ccccc21. The product is COc1ccc(Cn2nc(N3CCC(N(C)C)CC3)c3c(Oc4ccc(NC(=O)C56CC5CN(c5ccc(F)cc5)C6=O)cc4F)ccnc32)cc1. RXN SMILES: [CH3:54][CH2:55][N:56]=[C:57]=[N:58][CH2:59][CH2:60][CH2:61][N:62]([CH3:63])[CH3:64].[Cl-:75].[F:37][c:38]1[cH:39][cH:40][c:41]([N:44]2[C:45](=[O:53])[C:46]3([C:50](=[O:51])[OH:52])[CH2:47][CH:48]3[CH2:49]2)[cH:42][cH:43]1.[NH2:1][c:2]1[cH:3][c:4]([F:36])[c:5]([O:6][c:7]2[c:8]3[c:9]([n:10][cH:11][cH:12]2)[n:13]([CH2:25][c:26]2[cH:27][cH:28][c:29]([O:32][CH3:33])[cH:30][cH:31]2)[n:14][c:15]3[N:16]2[CH2:17][CH2:18][CH:19]([N:22]([CH3:23])[CH3:24])[CH2:20][CH2:21]2)[cH:34][cH:35]1.[NH4+:76].[O:77]=[CH:78][N:79]([CH3:80])[CH3:81].[OH:65][n:66]1[c:67]2[c:68]([cH:69][cH:70][cH:71][cH:72]2)[n:73][n:74]1>>[NH:1]([c:2]1[cH:3][c:4]([F:36])[c:5]([O:6][c:7]2[c:8]3[c:9]([n:10][cH:11][cH:12]2)[n:13]([CH2:25][c:26]2[cH:27][cH:28][c:29]([O:32][CH3:33])[cH:30][cH:31]2)[n:14][c:15]3[N:16]2[CH2:17][CH2:18][CH:19]([N:22]([CH3:23])[CH3:24])[CH2:20][CH2:21]2)[cH:34][cH:35]1)[C:50]([C:46]12[C:45](=[O:53])[N:44]([c:41]3[cH:40][cH:39][c:38]([F:37])[cH:43][cH:42]3)[CH2:49][CH:48]1[CH2:47]2)=[O:51].